This data is from the Open Reaction Database (ORD), a public repository of structured organic reaction records. The task is: describe an organic reaction: reactants, conditions, products, and yield The reactants are [OH-].[Na+] (NaOH), CS(=O)(=O)C1=CC=C(C=N1)N (6-methanesulfonylpyridin-3-ylamine), BrBr (bromine). Solvent: CC(=O)O (AcOH), CC(=O)O (AcOH). Run at time 1 hour. Product: BrC1=NC(=CC=C1N)S(=O)(=O)C (2-bromo-6-methanesulfonylpyridin-3-ylamine). Isolated yield 39.6%. As a reaction SMILES: [CH3:1][S:2]([C:5]1[N:10]=[CH:9][C:8]([NH2:11])=[CH:7][CH:6]=1)(=[O:4])=[O:3].[Br:12]Br.[OH-].[Na+]>CC(O)=O>[Br:12][C:9]1[C:8]([NH2:11])=[CH:7][CH:6]=[C:5]([S:2]([CH3:1])(=[O:4])=[O:3])[N:10]=1 |f:2.3|. Procedure: A solution of 510 mg (2.96 mmol) of 6-methanesulfonylpyridin-3-ylamine in 1.25 mL of AcOH was added a solution of 0.15 mL (2.96 mmol) of bromine in 0.5 mL of AcOH at room temperature dropwise. The resulting slurry was stirred for 1 hour. The reaction was carefully basified to pH=10 with 6 M NaOH. The solution was then extracted with two 150 mL portions of dichloromethane, dried with magnesium sulfate, filtered, and concentrated in vacuo. The crude mixture showed a 3:1 mixture of product:dibromo ... Reactants: C1CCOC1, CCN(C(C)C)C(C)C, O=C(Cl)c1ccc(F)cc1, CCN1C(=O)C(C)(C)c2cc3[nH]c(-c4n[nH]cc4N)nc3cc21, [Na+], [OH-]. Product: CCN1C(=O)C(C)(C)c2cc3[nH]c(-c4n[nH]cc4NC(=O)c4ccc(F)cc4)nc3cc21. RXN SMILES: [CH2:45]1[O:46][CH2:47][CH2:48][CH2:49]1.[CH:24]([N:25]([CH:26]([CH3:27])[CH3:28])[CH2:29][CH3:30])([CH3:31])[CH3:32].[F:33][c:34]1[cH:35][cH:36][c:37]([C:38](=[O:39])[Cl:40])[cH:41][cH:42]1.[NH2:1][c:2]1[c:3](-[c:7]2[n:8][c:9]3[c:10]([cH:11][c:12]4[c:16]([cH:17]3)[N:15]([CH2:18][CH3:19])[C:14](=[O:20])[C:13]4([CH3:21])[CH3:22])[nH:23]2)[n:4][nH:5][cH:6]1.[Na+:44].[OH-:43]>>[NH:1]([c:2]1[c:3](-[c:7]2[n:8][c:9]3[c:10]([cH:11][c:12]4[c:16]([cH:17]3)[N:15]([CH2:18][CH3:19])[C:14](=[O:20])[C:13]4([CH3:21])[CH3:22])[nH:23]2)[n:4][nH:5][cH:6]1)[C:38]([c:37]1[cH:36][cH:35][c:34]([F:33])[cH:42][cH:41]1)=[O:39].